From a dataset of the Open Reaction Database (ORD), a public repository of structured organic reaction records. describe an organic reaction: reactants, conditions, products, and yield Reactants: FC1=C(C=CC=C1CO)N1CCN(CC1)C1=CC(NC=C1)=O (4-{4-[2-Fluoro-3-(hydroxymethyl)phenyl]piperazin-1-yl}pyridin-2(1H)-one), O (Water), C([O-])([O-])=O.[K+].[K+] (potassium carbonate), BrCCOC (2-bromoethylmethyl ether). The reagents and catalysts are [I-].C(CCC)[N+](CCCC)(CCCC)CCCC (tetrabutylammonium iodide). The solvent is C(Cl)(Cl)Cl (CHCl3), CN(C)C=O (DMF). Run at temperature 60 celsius, time 8 hour. Yields the product FC1=C(C=CC=C1N1CCN(CC1)C1=CC(=NC=C1)OCCOC)CO ((2-fluoro-3-{4-[2-(2-methoxyethoxy)pyridin-4-yl]piperazin-1-yl}phenyl)methanol). Isolated yield 29.1%. RXN SMILES: [F:1][C:2]1[C:7]([CH2:8][OH:9])=[CH:6][CH:5]=[CH:4][C:3]=1[N:10]1[CH2:15][CH2:14][N:13]([C:16]2[CH:21]=[CH:20][NH:19][C:18](=[O:22])[CH:17]=2)[CH2:12][CH2:11]1.C(=O)([O-])[O-].[K+].[K+].Br[CH2:30][CH2:31][O:32][CH3:33].O>CN(C=O)C.[I-].C([N+](CCCC)(CCCC)CCCC)CCC.C(Cl)(Cl)Cl>[F:1][C:2]1[C:3]([N:10]2[CH2:15][CH2:14][N:13]([C:16]3[CH:21]=[CH:20][N:19]=[C:18]([O:22][CH2:30][CH2:31][O:32][CH3:33])[CH:17]=3)[CH2:12][CH2:11]2)=[CH:4][CH:5]=[CH:6][C:7]=1[CH2:8][OH:9] |f:1.2.3,7.8|. Procedure: 4-{4-[2-Fluoro-3-(hydroxymethyl)phenyl]piperazin-1-yl}pyridin-2(1H)-one (300 mg) was suspended in DMF (7.5 ml), and potassium carbonate (273 mg), 2-bromoethylmethyl ether (275 mg), and tetrabutylammonium iodide (37 mg) were added thereto, followed by stirring at 60° C. overnight. Water and CHCl3 were added to the reaction mixture, and the organic layer was washed with saturated brine and then dried over Na2SO4. The solvent was evaporated under reduced pressure. The obtained residue was purified ... Starting materials: Cn1ncnc1Br, CCC(CC)c1cc(C)nn2c(-c3sc(I)cc3OC)c(C)nc12, C1CCOC1, CCOC(C)=O, c1ccc(P(c2ccccc2)(c2ccccc2)[Pd](P(c2ccccc2)(c2ccccc2)c2ccccc2)(P(c2ccccc2)(c2ccccc2)c2ccccc2)P(c2ccccc2)(c2ccccc2)c2ccccc2)cc1. Product: CCC(CC)c1cc(C)nn2c(-c3sc(-c4ncnn4C)cc3OC)c(C)nc12. Reaction SMILES: [Br:6][c:7]1[n:8][cH:9][n:10][n:11]1[CH3:12].[CH2:13]([CH3:14])[CH:15]([CH2:16][CH3:17])[c:18]1[c:19]2[n:20]([n:21][c:22]([CH3:24])[cH:23]1)[c:25](-[c:29]1[s:30][c:31]([I:36])[cH:32][c:33]1[O:34][CH3:35])[c:26]([CH3:28])[n:27]2.[CH2:1]1[O:2][CH2:3][CH2:4][CH2:5]1.[CH3:37][CH2:38][O:39][C:40]([CH3:41])=[O:42].[cH:43]1[cH:44][cH:45][c:46]([P:47]([Pd:48]([P:49]([c:50]2[cH:51][cH:52][cH:53][cH:54][cH:55]2)([c:56]2[cH:57][cH:58][cH:59][cH:60][cH:61]2)[c:62]2[cH:63][cH:64][cH:65][cH:66][cH:67]2)([P:68]([c:69]2[cH:70][cH:71][cH:72][cH:73][cH:74]2)([c:75]2[cH:76][cH:77][cH:78][cH:79][cH:80]2)[c:81]2[cH:82][cH:83][cH:84][cH:85][cH:86]2)[P:87]([c:88]2[cH:89][cH:90][cH:91][cH:92][cH:93]2)([c:94]2[cH:95][cH:96][cH:97][cH:98][cH:99]2)[c:100]2[cH:101][cH:102][cH:103][cH:104][cH:105]2)([c:106]2[cH:107][cH:108][cH:109][cH:110][cH:111]2)[c:112]2[cH:113][cH:114][cH:115][cH:116][cH:117]2)[cH:118][cH:119]1>>[c:7]1(-[c:31]2[s:30][c:29](-[c:25]3[n:20]4[c:19]([c:18]([CH:15]([CH2:13][CH3:14])[CH2:16][CH3:17])[cH:23][c:22]([CH3:24])[n:21]4)[n:27][c:26]3[CH3:28])[c:33]([O:34][CH3:35])[cH:32]2)[n:8][cH:9][n:10][n:11]1[CH3:12]. The reactants are C=C1COC2(CCCN(C(=O)OC(C)(C)C)C2c2ccccc2)C1, CO, ClCCl. The product is CC(C)(C)OC(=O)N1CCCC2(CC(=O)CO2)C1c1ccccc1. As a reaction SMILES: [C:1]([CH3:2])([CH3:3])([CH3:4])[O:5][C:6](=[O:7])[N:8]1[CH:9]([c:19]2[cH:20][cH:21][cH:22][cH:23][cH:24]2)[C:10]2([CH2:11][C:12](=[CH2:15])[CH2:13][O:14]2)[CH2:16][CH2:17][CH2:18]1.[CH3:25][OH:26].[Cl:27][CH2:28][Cl:29]>>[C:1]([CH3:2])([CH3:3])([CH3:4])[O:5][C:6](=[O:7])[N:8]1[CH:9]([c:19]2[cH:20][cH:21][cH:22][cH:23][cH:24]2)[C:10]2([CH2:11][C:12](=[O:26])[CH2:13][O:14]2)[CH2:16][CH2:17][CH2:18]1. Starting materials: O.C1(=CC=C(C=C1)S(=O)(=O)O)C (p-toluenesulfonic acid monohydrate), COC=1C=C(C=CC1OCOCCOC)C=CC=CC(=O)N1CCN(CC1)CCN1C=NC=2N(C(N(C)C(C12)=O)=O)C (7-[2-[4-[5-[3-methoxy-4-(β-methoxyethoxymethoxy)phenyl]-2, 4-pentadienoyl]piperazin-1-yl]ethyl]theophylline), C(O)([O-])=O.[Na+] (sodium hydrogencarbonate). Solvent: CO (methanol). The product is N1(C)C(=O)N(C)C=2N=CNC2C1=O (theophylline). As a reaction SMILES: COC1C=C(C=CC=CC(N2CCN(CC[N:30]3[C:39]4[C:38](=[O:40])[N:36]([CH3:37])[C:35](=[O:41])[N:34]([CH3:42])[C:33]=4[N:32]=[CH:31]3)CC2)=O)C=CC=1OCOCCOC.O.C1(C)C=CC(S(O)(=O)=O)=CC=1.C(=O)([O-])O.[Na+]>CO>[N:36]1([C:38](=[O:40])[C:39]2[NH:30][CH:31]=[N:32][C:33]=2[N:34]([CH3:42])[C:35]1=[O:41])[CH3:37] |f:1.2,3.4|. Procedure: To a solution of 502 mg (0.86 mmol) of the theophylline derivative in 8 ml of methanol was added, under argon atmosphere, 360 mg (1.90 mmol) of p-toluenesulfonic acid monohydrate, and the mixture was heated under reflux for 4 hours. The reaction mixture was cooled to room temperature, adjusted to a pH value of 10 by the addition of a saturated aqueous solution of sodium hydrogencarbonate, and then extracted with chloroform. The organic layer was dried over anhydrous sodium sulfate and concentrat... The reactants are COC=1C(=CC=CC1)N (o-anisidine), C(=O)(O)C1=CC=NC=C1 (4-carboxypyridine). The product is COC1=C(NC(=O)C2=CC=NC=C2)C=CC=C1 (4-[(2-Methoxyanilino)carbonyl]pyridine). Yield: 97.3%. Reaction SMILES: [CH3:1][O:2][C:3]1[C:4]([NH2:9])=[CH:5][CH:6]=[CH:7][CH:8]=1.[C:10]([C:13]1[CH:18]=[CH:17][N:16]=[CH:15][CH:14]=1)(O)=[O:11]>>[CH3:1][O:2][C:3]1[CH:8]=[CH:7][CH:6]=[CH:5][C:4]=1[NH:9][C:10]([C:13]1[CH:18]=[CH:17][N:16]=[CH:15][CH:14]=1)=[O:11]. Reported procedure: Using o-anisidine (2.34 g, 19.0 mmol) and 4-carboxypyridine (2.29 g, 19.0 mmol), the procedure of Reference Example 11 was repeated to obtain 4.22 g (97.2%) of the title compound in the form of colorless powder. The reactants are O=C1CCC(=O)N1Br, O=C(NC1CCCCC1OCc1ccccc1)c1cn(-c2ccc(Cl)cc2)c(-c2ccccc2Cl)n1, CN(C)C=O. Yields the product O=C(NC1CCCCC1OCc1ccccc1)c1nc(-c2ccccc2Cl)n(-c2ccc(Cl)cc2)c1Br. Reaction SMILES: [Br:37][N:38]1[C:39](=[O:40])[CH2:41][CH2:42][C:43]1=[O:44].[CH2:1]([c:2]1[cH:3][cH:4][cH:5][cH:6][cH:7]1)[O:8][CH:9]1[CH:10]([NH:15][C:16](=[O:17])[c:18]2[n:19][c:20](-[c:30]3[c:31]([Cl:36])[cH:32][cH:33][cH:34][cH:35]3)[n:21](-[c:23]3[cH:24][cH:25][c:26]([Cl:29])[cH:27][cH:28]3)[cH:22]2)[CH2:11][CH2:12][CH2:13][CH2:14]1.[CH3:45][N:46]([CH3:47])[CH:48]=[O:49]>>[CH2:1]([c:2]1[cH:3][cH:4][cH:5][cH:6][cH:7]1)[O:8][CH:9]1[CH:10]([NH:15][C:16](=[O:17])[c:18]2[n:19][c:20](-[c:30]3[c:31]([Cl:36])[cH:32][cH:33][cH:34][cH:35]3)[n:21](-[c:23]3[cH:24][cH:25][c:26]([Cl:29])[cH:27][cH:28]3)[c:22]2[Br:37])[CH2:11][CH2:12][CH2:13][CH2:14]1. Starting materials: N (ammonia), NCC(O)C=1OC=CC1 (α-(aminomethyl)-2-furan-methanol), CC1(OC2=C(C(N1)=O)C=C(C=C2)OCCBr)C (2,3-dihydro-2,2-dimethyl-6-(2-bromoethoxy)-4H-1,3-benzoxazin-4-one). The solvent is C(C)(C)O (isopropanol). Conditions: time 1 hour. The product is C(N)(=O)C=1C=C(OCCNCC(O)C=2OC=CC2)C=CC1O (α-[N-[2-(3-carbamoyl-4-hydroxyphenoxy)-ethyl]-aminomethyl]-2-furanmethanol). As a reaction SMILES: [NH2:1][CH2:2][CH:3]([C:5]1[O:6][CH:7]=[CH:8][CH:9]=1)[OH:4].CC1(C)[NH:16][C:15](=[O:17])[C:14]2[CH:18]=[C:19]([O:22][CH2:23][CH2:24]Br)[CH:20]=[CH:21][C:13]=2[O:12]1.N>C(O)(C)C>[C:15]([C:14]1[CH:18]=[C:19]([CH:20]=[CH:21][C:13]=1[OH:12])[O:22][CH2:23][CH2:24][NH:1][CH2:2][CH:3]([C:5]1[O:6][CH:7]=[CH:8][CH:9]=1)[OH:4])(=[O:17])[NH2:16]. Procedure details: A mixture of 7.0 g of α-(aminomethyl)-2-furan-methanol and 7.5 g of 2,3-dihydro-2,2-dimethyl-6-(2-bromoethoxy)-4H-1,3-benzoxazin-4-one is melted and the melt is stirred for 1 hour in a bath at about 110°. 50 ml of isopropanol and 2 ml of concentrated ammonia solution are added to the reaction mixture whilst this is still warm, the mixture is boiled for 5 minutes and filtered and the filtrate is allowed to cool. After working up, α-[N-[2-(3-carbamoyl-4-hydroxyphenoxy)-ethyl]-aminomethyl]-2-furanm... Starting materials: CN(C(=O)OC(C)(C)C)C1CCNCC1, CS(C)=O, Cc1c(Cl)nnc(Cl)c1C, [K+], [K+], O=C([O-])[O-], O. Product: Cc1c(Cl)nnc(N2CCC(N(C)C(=O)OC(C)(C)C)CC2)c1C. As a reaction SMILES: [CH3:11][N:12]([C:13]([O:14][C:15]([CH3:16])([CH3:17])[CH3:18])=[O:19])[CH:20]1[CH2:21][CH2:22][NH:23][CH2:24][CH2:25]1.[CH3:32][S:33]([CH3:34])=[O:35].[Cl:1][c:2]1[n:3][n:4][c:5]([Cl:10])[c:6]([CH3:9])[c:7]1[CH3:8].[K+:26].[K+:27].[O-:28][C:29]([O-:30])=[O:31].[OH2:36]>>[Cl:1][c:2]1[n:3][n:4][c:5]([N:23]2[CH2:22][CH2:21][CH:20]([N:12]([CH3:11])[C:13]([O:14][C:15]([CH3:16])([CH3:17])[CH3:18])=[O:19])[CH2:25][CH2:24]2)[c:6]([CH3:9])[c:7]1[CH3:8].